Dataset: the Open Reaction Database (ORD), a public repository of structured organic reaction records. Task: describe an organic reaction: reactants, conditions, products, and yield Starting materials: COC(=O)CBr, O=C([O-])[O-], CN(C)C=O, CCOC(C)=O, CN1CCc2nc(C(=O)NC3CNCC3NC(=O)c3cc4cc(Cl)ccc4[nH]3)sc2C1, Cl, [K+], [K+]. Product: COC(=O)CN1CC(NC(=O)c2cc3cc(Cl)ccc3[nH]2)C(NC(=O)c2nc3c(s2)CN(C)CC3)C1. RXN SMILES: [Br:39][CH2:40][C:41](=[O:42])[O:43][CH3:44].[C:33](=[O:34])([O-:35])[O-:36].[CH3:45][N:46]([CH3:47])[CH:48]=[O:49].[CH3:50][CH2:51][O:52][C:53](=[O:54])[CH3:55].[Cl:2][c:3]1[cH:4][c:5]2[cH:6][c:7]([C:12](=[O:13])[NH:14][CH:15]3[CH:16]([NH:20][C:21](=[O:22])[c:23]4[s:24][c:25]5[c:30]([n:31]4)[CH2:29][CH2:28][N:27]([CH3:32])[CH2:26]5)[CH2:17][NH:18][CH2:19]3)[nH:8][c:9]2[cH:10][cH:11]1.[ClH:1].[K+:37].[K+:38]>>[Cl:2][c:3]1[cH:4][c:5]2[cH:6][c:7]([C:12](=[O:13])[NH:14][CH:15]3[CH:16]([NH:20][C:21](=[O:22])[c:23]4[s:24][c:25]5[c:30]([n:31]4)[CH2:29][CH2:28][N:27]([CH3:32])[CH2:26]5)[CH2:17][N:18]([CH2:40][C:41](=[O:42])[O:43][CH3:44])[CH2:19]3)[nH:8][c:9]2[cH:10][cH:11]1. Reactants: CC=1N(C2=CC=C(C=C2C1C1=C(C=CC=C1)C)O)CCC (2-methyl-3-(2-methyl-phenyl)-1-propyl-1H-indole-5-ol), C(C)OC(C(C)(C)Br)=O (2-bromo-2-methyl-propanoic acid ethylester). The product is C(C)OC(C(C)(OC=1C=C2C(=C(N(C2=CC1)CCC)C)C1=C(C=CC=C1)C)C)=O (2-Methyl-2-[2-methyl-3-(2-methyl-phenyl)-1-propyl-1H-indole-5-yloxy]propanoic acid ethylester). Reaction SMILES: [CH3:1][C:2]1[N:3]([CH2:19][CH2:20][CH3:21])[C:4]2[C:9]([C:10]=1[C:11]1[CH:16]=[CH:15][CH:14]=[CH:13][C:12]=1[CH3:17])=[CH:8][C:7]([OH:18])=[CH:6][CH:5]=2.[CH2:22]([O:24][C:25](=[O:30])[C:26](Br)([CH3:28])[CH3:27])[CH3:23]>>[CH2:22]([O:24][C:25](=[O:30])[C:26]([CH3:28])([O:18][C:7]1[CH:8]=[C:9]2[C:4](=[CH:5][CH:6]=1)[N:3]([CH2:19][CH2:20][CH3:21])[C:2]([CH3:1])=[C:10]2[C:11]1[CH:16]=[CH:15][CH:14]=[CH:13][C:12]=1[CH3:17])[CH3:27])[CH3:23]. Reported procedure: The above compound was prepared from 2-methyl-3-(2-methyl-phenyl)-1-propyl-1H-indole-5-ol and 2-bromo-2-methyl-propanoic acid ethylester using a procedure analogous to that of Example 10. The reactants are Cn1c(=O)c(-c2ccc(Br)cc2)cc2c3cc(-c4nc(CCl)cs4)ccc3n(C)c21, CS(C)=O, [N-]=[N+]=[N-], [Na+], O. Yields the product Cn1c(=O)c(-c2ccc(Br)cc2)cc2c3cc(-c4nc(CN=[N+]=[N-])cs4)ccc3n(C)c21. As a reaction SMILES: [Br:1][c:2]1[cH:3][cH:4][c:5](-[c:8]2[cH:9][c:10]3[c:11]([n:12]([CH3:26])[c:13]4[cH:14][cH:15][c:16](-[c:19]5[s:20][cH:21][c:22]([CH2:24][Cl:25])[n:23]5)[cH:17][c:18]34)[n:27]([CH3:30])[c:28]2=[O:29])[cH:6][cH:7]1.[CH3:36][S:37]([CH3:38])=[O:39].[N-:31]=[N+:32]=[N-:33].[Na+:34].[OH2:35]>>[Br:1][c:2]1[cH:3][cH:4][c:5](-[c:8]2[cH:9][c:10]3[c:11]([n:12]([CH3:26])[c:13]4[cH:14][cH:15][c:16](-[c:19]5[s:20][cH:21][c:22]([CH2:24][N:31]=[N+:32]=[N-:33])[n:23]5)[cH:17][c:18]34)[n:27]([CH3:30])[c:28]2=[O:29])[cH:6][cH:7]1.